describe an organic reaction: reactants, conditions, products, and yield From a dataset of the Open Reaction Database (ORD), a public repository of structured organic reaction records. The reactants are BrC=1C=CC2=C(C=C(CCS2(=O)=O)C(=O)NC2=CC=C(C=C2)CN(C2CCOCC2)C)C1 (7-bromo-N-[4-[[N-methyl-N-(tetrahydropyran-4-yl)amino]methyl]phenyl]-1,1-dioxo-2,3-dihydro-1-benzothiepine-4-carboxamide), B(OC1=CC2=C(OCCCO2)C=C1)([O-])[O-] (3,4-dihydro-2H-1,5-benzodioxepin-7-yl borate), C([O-])([O-])=O.[K+].[K+] (potassium carbonate). Reagents/catalysts: C=1C=CC(=CC1)[P](C=2C=CC=CC2)(C=3C=CC=CC3)[Pd]([P](C=4C=CC=CC4)(C=5C=CC=CC5)C=6C=CC=CC6)([P](C=7C=CC=CC7)(C=8C=CC=CC8)C=9C=CC=CC9)[P](C=1C=CC=CC1)(C=1C=CC=CC1)C=1C=CC=CC1 (tetrakistriphenylphosphinepalladium). Solvent: C1(=CC=CC=C1)C.C(C)O.O (toluene ethanol water). Reaction conditions: time 1 hour. Product: O1CCCOC2=C1C=CC(=C2)C=2C=CC1=C(C=C(CCS1(=O)=O)C(=O)NC1=CC=C(C=C1)CN(C1CCOCC1)C)C2 (7-(3,4-dihydro-2H-1,5-benzodioxepin-7-yl)-N-[4-[[N-methyl-N-(tetrahydropyran-4-yl)amino]methyl]phenyl]-1,1-dioxo-2,3-dihydro-1-benzothiepine-4-carboxamide). Yield: 57.1%. As a reaction SMILES: Br[C:2]1[CH:3]=[CH:4][C:5]2[S:11](=[O:13])(=[O:12])[CH2:10][CH2:9][C:8]([C:14]([NH:16][C:17]3[CH:22]=[CH:21][C:20]([CH2:23][N:24]([CH3:31])[CH:25]4[CH2:30][CH2:29][O:28][CH2:27][CH2:26]4)=[CH:19][CH:18]=3)=[O:15])=[CH:7][C:6]=2[CH:32]=1.B([O-])([O-])O[C:35]1[CH:45]=[CH:44][C:38]2[O:39][CH2:40][CH2:41][CH2:42][O:43][C:37]=2[CH:36]=1.C(=O)([O-])[O-].[K+].[K+]>C1(C)C=CC=CC=1.C(O)C.O.C1C=CC([P]([Pd]([P](C2C=CC=CC=2)(C2C=CC=CC=2)C2C=CC=CC=2)([P](C2C=CC=CC=2)(C2C=CC=CC=2)C2C=CC=CC=2)[P](C2C=CC=CC=2)(C2C=CC=CC=2)C2C=CC=CC=2)(C2C=CC=CC=2)C2C=CC=CC=2)=CC=1>[O:39]1[C:38]2[CH:44]=[CH:45][C:35]([C:2]3[CH:3]=[CH:4][C:5]4[S:11](=[O:12])(=[O:13])[CH2:10][CH2:9][C:8]([C:14]([NH:16][C:17]5[CH:18]=[CH:19][C:20]([CH2:23][N:24]([CH3:31])[CH:25]6[CH2:30][CH2:29][O:28][CH2:27][CH2:26]6)=[CH:21][CH:22]=5)=[O:15])=[CH:7][C:6]=4[CH:32]=3)=[CH:36][C:37]=2[O:43][CH2:42][CH2:41][CH2:40]1 |f:2.3.4,5.6.7,^1:68,70,89,108|. Procedure: Under argon atmosphere, a mixture of 7-bromo-N-[4-[[N-methyl-N-(tetrahydropyran-4-yl)amino]methyl]phenyl]-1,1-dioxo-2,3-dihydro-1-benzothiepine-4-carboxamide (300 mg), 3,4-dihydro-2H-1,5-benzodioxepin-7-yl borate (123 mg) and potassium carbonate (160 mg) in toluene/ethanol/water (10/1/1 ml) was stirred at room temperature for 1 hour. To the mixture was added tetrakistriphenylphosphinepalladium (33 mg), and the mixture was refluxed for 6 hours, cooled, extracted with ethyl acetate, washed with sa... Starting materials: CC1=C(C(CCC1)(C)C)/C=C/C(=C/C=C/C(=C/C(=O)O)/C)/C (all-trans-retinoic acid), C1(=CC=CC=C1)CC(C(=O)O)O (beta-phenyl lactic acid), CC(=O)C (acetone). The product is C1(=CC=CC=C1)C(C(=O)O)(O)C (phenyl lactic acid). RXN SMILES: C[C:2]1[CH2:7][CH2:6][CH2:5][C:4](C)(C)[C:3]=1/[CH:10]=[CH:11]/C(/C)=C/C=C/C(/C)=C/C(O)=O.C1(CC(O)[C:31]([OH:33])=[O:32])C=CC=CC=1.CC(C)=[O:37]>>[C:3]1([C:10]([CH3:11])([OH:37])[C:31]([OH:33])=[O:32])[CH:2]=[CH:7][CH:6]=[CH:5][CH:4]=1. Procedure details: Retinoyl phenyl lactic acid 0.5 gm which is synthesized from all-trans-retinoic acid and beta-phenyl lactic acid, according to a modified method described in Example 1, is dissolved in 5 ml of acetone, and the solution admixed with 95 gm of hydrophilic ointment, USP. The mixing is continued until a uniform consistency is obtained. Starting materials: C1CCOC1, O, O=C(O)C(F)(F)F, CCCCCCCCCCCCCCCCCC(=O)OCC(COS(=O)(=O)c1ccccc1C)CC(OCC)OCC. The product is CCCCCCCCCCCCCCCCCC(=O)OCC(CC=O)COS(=O)(=O)c1ccccc1C. Reaction SMILES: [CH2:51]1[O:52][CH2:53][CH2:54][CH2:55]1.[OH2:43].[OH:44][C:45]([C:46]([F:47])([F:48])[F:49])=[O:50].[c:1]1([CH3:42])[c:2]([S:7](=[O:8])(=[O:9])[O:10][CH2:11][CH:12]([CH2:13][CH:14]([O:15][CH2:19][CH3:20])[O:16][CH2:17][CH3:18])[CH2:21][O:22][C:23]([CH2:24][CH2:25][CH2:26][CH2:27][CH2:28][CH2:29][CH2:30][CH2:31][CH2:32][CH2:33][CH2:34][CH2:35][CH2:36][CH2:37][CH2:38][CH2:39][CH3:40])=[O:41])[cH:3][cH:4][cH:5][cH:6]1>>[c:1]1([CH3:42])[c:2]([S:7](=[O:8])(=[O:9])[O:10][CH2:11][CH:12]([CH2:13][CH:14]=[O:15])[CH2:21][O:22][C:23]([CH2:24][CH2:25][CH2:26][CH2:27][CH2:28][CH2:29][CH2:30][CH2:31][CH2:32][CH2:33][CH2:34][CH2:35][CH2:36][CH2:37][CH2:38][CH2:39][CH3:40])=[O:41])[cH:3][cH:4][cH:5][cH:6]1. The reactants are C1(CCCC1)NC1C(CCC1)N ((1RS,2SR)-N-cyclopentyl-cyclopentane-1,2-diamine), C1(CC1)C1=C(C(=O)O)C=CC(=C1)C(F)(F)F (2-cyclopropyl-4-trifluoromethyl-benzoic acid), C1(CC1)C1=C(C(=O)O)C=CC(=C1)C(F)(F)F (2-cyclopropyl-4-trifluoromethyl-benzoic acid). The product is C1(CCCC1)NC1C(CCC1)NC(C1=C(C=C(C=C1)C(F)(F)F)C1CC1)=O (N-((1SR,2RS)-2-Cyclopentylamino-cyclopentyl)-2-cyclopropyl-4-trifluoromethyl-benzamide). Reaction SMILES: [CH:1]1([NH:6][CH:7]2[CH2:11][CH2:10][CH2:9][CH:8]2[NH2:12])[CH2:5][CH2:4][CH2:3][CH2:2]1.[CH:13]1([C:16]2[CH:24]=[C:23]([C:25]([F:28])([F:27])[F:26])[CH:22]=[CH:21][C:17]=2[C:18](O)=[O:19])[CH2:15][CH2:14]1>>[CH:1]1([NH:6][CH:7]2[CH2:11][CH2:10][CH2:9][CH:8]2[NH:12][C:18](=[O:19])[C:17]2[CH:21]=[CH:22][C:23]([C:25]([F:26])([F:27])[F:28])=[CH:24][C:16]=2[CH:13]2[CH2:14][CH2:15]2)[CH2:5][CH2:4][CH2:3][CH2:2]1. Procedure details: The title compound, brown oil, MS: m/e=381.4 [(M+H)+], was prepared in accordance with the general method of example 5 from (1RS,2SR)-N-cyclopentyl-cyclopentane-1,2-diamine (intermediate AE) and 2-cyclopropyl-4-trifluoromethyl-benzoic acid (intermediate K). The reactants are CC1=C(C(=NO1)C1=CC=CC=C1)C(=O)NN (5-methyl-3-phenyl-isoxazole-4-carboxylic acid hydrazide), ClC=1C=C(C(=O)O)C=CN1 (2-chloroisonicotinic acid). The product is ClC1=NC=CC(=C1)C=1OC(=NN1)C=1C(=NOC1C)C1=CC=CC=C1 (2-Chloro-4-[5-(5-methyl-3-phenyl-isoxazol-4-yl)-[1,3,4]oxadiazol-2-yl]-pyridine). Isolated yield 47.0%. As a reaction SMILES: [CH3:1][C:2]1[O:6][N:5]=[C:4]([C:7]2[CH:12]=[CH:11][CH:10]=[CH:9][CH:8]=2)[C:3]=1[C:13]([NH:15][NH2:16])=[O:14].[Cl:17][C:18]1[CH:19]=[C:20]([CH:24]=[CH:25][N:26]=1)[C:21](O)=O>>[Cl:17][C:18]1[CH:19]=[C:20]([C:21]2[O:14][C:13]([C:3]3[C:4]([C:7]4[CH:12]=[CH:11][CH:10]=[CH:9][CH:8]=4)=[N:5][O:6][C:2]=3[CH3:1])=[N:15][N:16]=2)[CH:24]=[CH:25][N:26]=1. Procedure: As described for example 2, 5-methyl-3-phenyl-isoxazole-4-carboxylic acid hydrazide (1.92 mg, 8.83 mmol) was converted using 2-chloroisonicotinic acid instead of o-toluic acid to the title compound (SiO2, heptane:ethyl acetate:dichloromethane=70:10:20 to 40:40:20, 1.41 mg, 47%) which was obtained as a white solid. MS: m/e=339.1 [M+H]+.